From a dataset of the Open Reaction Database (ORD), a public repository of structured organic reaction records. describe an organic reaction: reactants, conditions, products, and yield Reactants: C=CB(OCCCC)OCCCC, C1CCOC1, CNC(=O)c1ccc(-c2cc(Cl)c([N+](=O)[O-])cc2C)cc1, [Na+], [Na+], O=C([O-])[O-], O. Product: C=Cc1cc(-c2ccc(C(=O)NC)cc2)c(C)cc1[N+](=O)[O-]. As a reaction SMILES: [CH2:22]([CH2:23][CH2:33][CH3:34])[O:24][B:25]([CH:26]=[CH2:27])[O:28][CH2:29][CH2:30][CH2:31][CH3:32].[CH2:41]1[O:42][CH2:43][CH2:44][CH2:45]1.[Cl:1][c:2]1[c:3]([N+:19](=[O:20])[O-:21])[cH:4][c:5]([CH3:18])[c:6](-[c:8]2[cH:9][cH:10][c:11]([C:14](=[O:15])[NH:16][CH3:17])[cH:12][cH:13]2)[cH:7]1.[Na+:35].[Na+:36].[O-:37][C:38](=[O:39])[O-:40].[OH2:46]>>[c:2]1([CH:22]=[CH2:23])[c:3]([N+:19](=[O:20])[O-:21])[cH:4][c:5]([CH3:18])[c:6](-[c:8]2[cH:9][cH:10][c:11]([C:14](=[O:15])[NH:16][CH3:17])[cH:12][cH:13]2)[cH:7]1. As a reaction SMILES: [Na].Br[C:3]1[N:4]([CH:18]2[CH2:23][CH2:22][CH2:21][CH2:20][O:19]2)[C:5]2[C:10]([N:11]=1)=[C:9]([NH2:12])[N:8]=[C:7]([O:13][CH2:14][CH2:15][CH2:16][CH3:17])[N:6]=2.[CH3:24][OH:25]>>[CH2:14]([O:13][C:7]1[N:6]=[C:5]2[C:10]([N:11]=[C:3]([O:25][CH3:24])[N:4]2[CH:18]2[CH2:23][CH2:22][CH2:21][CH2:20][O:19]2)=[C:9]([NH2:12])[N:8]=1)[CH2:15][CH2:16][CH3:17] |^1:0|. Reaction conditions: temperature 65 celsius, time 9 hour. Product: C(CCC)OC1=NC(=C2N=C(N(C2=N1)C1OCCCC1)OC)N (2-Butoxy-8-methoxy-9-(tetrahydro-2H-pyran-2-yl)9H-purin-6-amine). Reactants: [Na] (Sodium), CO (methanol), BrC=1N(C2=NC(=NC(=C2N1)N)OCCCC)C1OCCCC1 (8-Bromo-2-butoxy-9-(tetrahydro-2H-pyran-2-yl)9H-purin-6-amine). Procedure details: Sodium (3.7 g) was added to absolute methanol (400 ml) under a nitrogen atmosphere. To this solution was added the product (28.5 g) from step (iii) and the mixture was stirred at 65° C. for 9 h. The mixture was concentrated in vacuo and 500 ml of water added. The aqueous phase was extracted with EtOAc and washed with brine and dried. The subtitle compound was obtained after crystallisation from diethyl ether. Yield 14.2 g. Starting materials: NC=1C=C(C(=O)N)C=CC1 (3-aminobenzamide), ClCC(=O)OC (methyl monochloroacetate), C([O-])([O-])=O.[Ca+2] (calcium carbonate). Solvent: CN(C=O)C (dimethylformamide). Run at time 2 hour. Yields the product COC(CNC1=CC(=CC=C1)C(N)=O)=O (N-(3-carbamoylphenyl)glycine methyl ester). The yield is 54.8%. Reaction SMILES: [NH2:1][C:2]1[CH:3]=[C:4]([CH:8]=[CH:9][CH:10]=1)[C:5]([NH2:7])=[O:6].Cl[CH2:12][C:13]([O:15][CH3:16])=[O:14].C(=O)([O-])[O-].[Ca+2]>CN(C)C=O>[CH3:16][O:15][C:13](=[O:14])[CH2:12][NH:1][C:2]1[CH:10]=[CH:9][CH:8]=[C:4]([C:5](=[O:6])[NH2:7])[CH:3]=1 |f:2.3|. Procedure details: To a mixture of 6.8 g of 3-aminobenzamide, 5.5 g of methyl monochloroacetate and 10.0 g of calcium carbonate was added 30 ml of dimethylformamide and the mixture was stirred at 110° to 120° C. for 2 hours. The inorganic salt precipitated was filtered off and the filtrate was concentrated under reduced pressure. 50 ml of water was added to the resulting residue and the mixture was stirred to precipitate crystals. The crystals were collected by filtration, dried and recrystallized from a mixture o... Reactants: Cl (HCl), O1CCOCC1 (dioxane), ClC1=C(C(=NC=C1)C(C)C)CSC1=NC(=CC(=N1)O)C (2-({[4-chloro-2-(propan-2-yl)pyridin-3-yl]methyl}sulfanyl)-6-methylpyrimidin-4-ol). Solvent: CO (methanol). Reaction conditions: time 30 minute. The product is Cl.ClC1=C(C(=NC=C1)C(C)C)CSC1=NC(=CC(=N1)O)C (2-({[4-chloro-2-(propan-2-yl)pyridin-3-yl]methyl}sulfanyl)-6-methylpyrimidin-4-ol hydrochloride). Yield: 202.7%. As a reaction SMILES: [Cl:1][C:2]1[CH:7]=[CH:6][N:5]=[C:4]([CH:8]([CH3:10])[CH3:9])[C:3]=1[CH2:11][S:12][C:13]1[N:18]=[C:17]([OH:19])[CH:16]=[C:15]([CH3:20])[N:14]=1.Cl.O1CCOCC1>CO>[ClH:1].[Cl:1][C:2]1[CH:7]=[CH:6][N:5]=[C:4]([CH:8]([CH3:9])[CH3:10])[C:3]=1[CH2:11][S:12][C:13]1[N:18]=[C:17]([OH:19])[CH:16]=[C:15]([CH3:20])[N:14]=1 |f:4.5|. Procedure: 2-({[4-chloro-2-(propan-2-yl)pyridin-3-yl]methyl}sulfanyl)-6-methylpyrimidin-4-ol (176 mg, 570 μmol) was stirred in methanol (20 mL), and a solution of 4 N HCl in dioxane (215 μL, 855 μmol) was added dropwise at 0° C. The mixture was stirred for 30 minutes at room temperature. The solvent was removed by evaporation, and the residue was triturated with diethyl ether and dried in vacuo to afford 2-({[4-chloro-2-(propan-2-yl)pyridin-3-yl]methyl}sulfanyl)-6-methylpyrimidin-4-ol hydrochloride (200 mg... Reaction SMILES: [C:38](=[O:39])([O-:40])[O-:41].[C:44]([O-:45])(=[O:46])[CH3:47].[C:49]([O-:50])(=[O:51])[CH3:52].[CH3:1][c:2]1[cH:3][cH:4][cH:5][cH:6][cH:7]1.[Cs+:42].[Cs+:43].[F:30][c:31]1[cH:32][cH:33][c:34]([I:37])[cH:35][cH:36]1.[NH2:8][c:9]1[c:10]([C:11](=[O:12])[O:13][C:14]([CH3:15])([CH3:16])[CH3:17])[cH:18][cH:19][c:20]([CH2:22][CH2:23][c:24]2[cH:25][cH:26][cH:27][cH:28][cH:29]2)[cH:21]1.[OH2:53].[Pd+2:48]>>[NH:8]([c:9]1[c:10]([C:11](=[O:12])[O:13][C:14]([CH3:15])([CH3:16])[CH3:17])[cH:18][cH:19][c:20]([CH2:22][CH2:23][c:24]2[cH:25][cH:26][cH:27][cH:28][cH:29]2)[cH:21]1)[c:34]1[cH:33][cH:32][c:31]([F:30])[cH:36][cH:35]1. Product: CC(C)(C)OC(=O)c1ccc(CCc2ccccc2)cc1Nc1ccc(F)cc1. The reactants are O=C([O-])[O-], CC(=O)[O-], CC(=O)[O-], Cc1ccccc1, [Cs+], [Cs+], Fc1ccc(I)cc1, CC(C)(C)OC(=O)c1ccc(CCc2ccccc2)cc1N, O, [Pd+2]. The reactants are O=C[C@H](OCC=O)OC (1,5-dioxo-2(S)-methoxy-3-oxa-pentane), [BH4-].[Na+] (sodiumborohydride). Run in O (water), O (water), CO (methanol). Run at time 20 minute. Product: OC[C@H](OCCO)OC (1,5-dihydroxy-2(S)-methoxy-3-oxa-pentane). Yield: 93.5%. Reaction SMILES: [O:1]=[CH:2][C@@H:3]([O:8][CH3:9])[O:4][CH2:5][CH:6]=[O:7].[BH4-].[Na+]>O.CO>[OH:1][CH2:2][C@@H:3]([O:8][CH3:9])[O:4][CH2:5][CH2:6][OH:7] |f:1.2|. Procedure: 1,5-dioxo-2(S)-methoxy-3-oxa-pentane (D4) (1.5 g, 11 mmole), prepared as described in "Methods on Carbohydrate Chemistry" Acad. Press., Vol. 1, 445, (1962), was dissolved in a mixture of water (10 ml) and methanol (10 ml) and treated with sodiumborohydride (0.1 g) dissolved in water (2 ml). After 20 minutes the solution was brought to pH 7 with an acidic resin Dowex 50WX2, filtered off and the solvent was removed under reduced pressure to give 1.4 g (Yield 93%) of the title compound. TLC on Kies... Starting materials: [N+](=O)([O-])C1=CC=C(OC2=CC(=NC=C2)NC(N(C)C)=O)C=C1 (3-[4-(4-Nitrophenoxy)pyridin-2-yl]-1,1-dimethylurea), [H][H] (hydrogen). The reagents and catalysts are [C].[Pd] (palladium carbon). Solvent: O1CCCC1 (tetrahydrofuran), CO (methanol). Run at time 8 hour. Yields the product NC1=CC=C(OC2=CC(=NC=C2)NC(N(C)C)=O)C=C1 (3-[4-(4-Aminophenoxy)pyridin-2-yl]-1,1-dimethylurea). Yield: 96.8%. RXN SMILES: [N+:1]([C:4]1[CH:22]=[CH:21][C:7]([O:8][C:9]2[CH:14]=[CH:13][N:12]=[C:11]([NH:15][C:16](=[O:20])[N:17]([CH3:19])[CH3:18])[CH:10]=2)=[CH:6][CH:5]=1)([O-])=O.[H][H]>O1CCCC1.CO.[C].[Pd]>[NH2:1][C:4]1[CH:22]=[CH:21][C:7]([O:8][C:9]2[CH:14]=[CH:13][N:12]=[C:11]([NH:15][C:16](=[O:20])[N:17]([CH3:19])[CH3:18])[CH:10]=2)=[CH:6][CH:5]=1 |f:4.5|. Reported procedure: 3-[4-(4-Nitrophenoxy)pyridin-2-yl]-1,1-dimethylurea (607 mg) was dissolved in tetrahydrofuran (20 ml)-methanol (20 ml), and then 10% palladium carbon (236 mg) was added thereto under a nitrogen atmosphere, followed by replacing with hydrogen inside the system and stirring overnight. After replacing with nitrogen inside the system, the reaction mixture was filtered to remove the catalyst, which was washed with methanol. The filtrate was concentrated under a reduced pressure to give a residue, whi... Reactants: C1(CCCCC1)[C@H](C)NC(=O)C1=C(C(=NC2=CC=CC=C12)C1=CC=CC=C1)CN1CCNCC1 (2-phenyl-3-piperazin-1-ylmethyl-quinoline-4carboxylic acid ((S)-1-cyclohexyl-ethyl)-amide), compound, CN=C=S (methylisothiocyanate). The solvent is C(Cl)Cl (methylene chloride). Run at time 5 hour. Product: C1(CCCCC1)[C@H](C)NC(=O)C1=C(C(=NC2=CC=CC=C12)C1=CC=CC=C1)CN1CCN(CC1)C(NC)=S (3-(4-Methylthiocarbamoyl-piperazin-1-ylmethyl)-2-phenyl-quinoline-4-carboxylic acid ((S)-1-cyclohexyl-ethyl)-amide). Yield: 93.3%. Reaction SMILES: [CH:1]1([C@@H:7]([NH:9][C:10]([C:12]2[C:21]3[C:16](=[CH:17][CH:18]=[CH:19][CH:20]=3)[N:15]=[C:14]([C:22]3[CH:27]=[CH:26][CH:25]=[CH:24][CH:23]=3)[C:13]=2[CH2:28][N:29]2[CH2:34][CH2:33][NH:32][CH2:31][CH2:30]2)=[O:11])[CH3:8])[CH2:6][CH2:5][CH2:4][CH2:3][CH2:2]1.[CH3:35][N:36]=[C:37]=[S:38]>C(Cl)Cl>[CH:1]1([C@@H:7]([NH:9][C:10]([C:12]2[C:21]3[C:16](=[CH:17][CH:18]=[CH:19][CH:20]=3)[N:15]=[C:14]([C:22]3[CH:23]=[CH:24][CH:25]=[CH:26][CH:27]=3)[C:13]=2[CH2:28][N:29]2[CH2:34][CH2:33][N:32]([C:37](=[S:38])[NH:36][CH3:35])[CH2:31][CH2:30]2)=[O:11])[CH3:8])[CH2:6][CH2:5][CH2:4][CH2:3][CH2:2]1. Procedure: 0.4 g (0.87 mmol) of 2-phenyl-3-piperazin-1-ylmethyl-quinoline-4carboxylic acid ((S)-1-cyclohexyl-ethyl)-amide (compound of Example 34) were dissolved in 10 ml of methylene chloride and 0.09 g methylisothiocyanate were added. The mixture was stirred for 5 h at room temperature and the solvent was concentrated in vacuo and the residue was purified by flash chromatography on silicagel (EtOAc/heptane: 95/5) to afford 0.43 g (yield 92%) of the title compound as white crystals.